This data is from the Open Reaction Database (ORD), a public repository of structured organic reaction records. The task is: describe an organic reaction: reactants, conditions, products, and yield Starting materials: CCN(CC)CCN, ClCCl, Cc1ccc(S(=O)(=O)CCNC(C)C)cc1, O=C(Cl)Cl, C1CCOC1. Product: CCN(CC)CCNC(=O)N(CCS(=O)(=O)c1ccc(C)cc1)C(C)C. As a reaction SMILES: [CH2:21]([CH3:22])[N:23]([CH2:24][CH2:25][NH2:26])[CH2:27][CH3:28].[CH2:29]([Cl:30])[Cl:31].[CH3:5][CH:6]([CH3:7])[NH:8][CH2:9][CH2:10][S:11](=[O:12])(=[O:13])[c:14]1[cH:15][cH:16][c:17]([CH3:20])[cH:18][cH:19]1.[Cl:1][C:2]([Cl:3])=[O:4].[O:32]1[CH2:33][CH2:34][CH2:35][CH2:36]1>>[C:2](=[O:4])([N:8]([CH:6]([CH3:5])[CH3:7])[CH2:9][CH2:10][S:11](=[O:12])(=[O:13])[c:14]1[cH:15][cH:16][c:17]([CH3:20])[cH:18][cH:19]1)[NH:26][CH2:25][CH2:24][N:23]([CH2:21][CH3:22])[CH2:27][CH3:28]. Starting materials: CC(C)(C)OC(=O)NC(Cc1ccccc1)C1CO1, C1CCNCC1. The product is CC(C)(C)OC(=O)NC(Cc1ccccc1)C(O)CN1CCCCC1. As a reaction SMILES: [C:1]([CH3:2])([CH3:3])([CH3:4])[O:5][C:6]([NH:7][CH:8]([CH2:9][c:10]1[cH:11][cH:12][cH:13][cH:14][cH:15]1)[CH:16]1[O:17][CH2:18]1)=[O:19].[CH2:20]1[CH2:21][CH2:22][NH:23][CH2:24][CH2:25]1>>[C:1]([CH3:2])([CH3:3])([CH3:4])[O:5][C:6]([NH:7][CH:8]([CH2:9][c:10]1[cH:11][cH:12][cH:13][cH:14][cH:15]1)[CH:16]([OH:17])[CH2:18][N:23]1[CH2:22][CH2:21][CH2:20][CH2:25][CH2:24]1)=[O:19].